This data is from the Open Reaction Database (ORD), a public repository of structured organic reaction records. The task is: describe an organic reaction: reactants, conditions, products, and yield Reactants: [Cl-].[NH4+] (ammonium chloride), 30, C1(=CC=CC=C1)CN1CCC(CC1)C#N (1-(phenylmethyl)-4-piperidinecarbonitrile), O (water), 40, [Mg] (magnesium), 50, BrC1=C(C=CC=C1)C (1-bromo-2-methylbenzene). Solvent: O(CC)CC (1,1'-oxybisethane), O(CC)CC (1,1'-oxybisethane). Run at temperature 10 celsius, time 15 minute. Product: 31, CC1=C(C=CC=C1)C(=O)C1CCN(CC1)CC1=CC=CC=C1 ((2-methylphenyl) [1-(phenylmethyl)-4-piperidinyl]methanone). As a reaction SMILES: [Mg].Br[C:3]1[CH:8]=[CH:7][CH:6]=[CH:5][C:4]=1[CH3:9].[C:10]1([CH2:16][N:17]2[CH2:22][CH2:21][CH:20]([C:23]#N)[CH2:19][CH2:18]2)[CH:15]=[CH:14][CH:13]=[CH:12][CH:11]=1.[Cl-].[NH4+].[OH2:27]>O(CC)CC>[CH3:9][C:4]1[CH:5]=[CH:6][CH:7]=[CH:8][C:3]=1[C:23]([CH:20]1[CH2:21][CH2:22][N:17]([CH2:16][C:10]2[CH:15]=[CH:14][CH:13]=[CH:12][CH:11]=2)[CH2:18][CH2:19]1)=[O:27] |f:3.4|. Procedure details: To 7 parts of magnesium is added dropwise a solution of 50 parts of 1-bromo-2-methylbenzene in 140 parts of 1,1'-oxybisethane so that the mixture is refluxing. The whole is stirred for 15 minutes at reflux. The Grignard-complex is cooled to 10° C. and there is added dropwise a solution of 30 parts of 1-(phenylmethyl)-4-piperidinecarbonitrile in 70 parts of 1,1'-oxybisethane. Upon completion, stirring is continued for 4 hours at room temperature. The reaction mixture is decomposed with a solution... Starting materials: CSC(=NS(C)(=O)=O)SC, ClCCCl, C[Si](C)(C)CCOCn1cc(C#N)nc1C(=O)Nc1ccc(C(CN)CN)cc1C1=CCCCC1. The product is C[Si](C)(C)CCOCn1cc(C#N)nc1C(=O)Nc1ccc(C2CNC(=NS(C)(=O)=O)NC2)cc1C1=CCCCC1. As a reaction SMILES: [CH3:36][S:37][C:38](=[N:39][S:40](=[O:41])(=[O:42])[CH3:43])[S:44][CH3:45].[Cl:46][CH2:47][CH2:48][Cl:49].[NH2:1][CH2:2][CH:3]([CH2:4][NH2:5])[c:6]1[cH:7][c:8]([C:30]2=[CH:31][CH2:32][CH2:33][CH2:34][CH2:35]2)[c:9]([NH:12][C:13](=[O:14])[c:15]2[n:16]([CH2:22][O:23][CH2:24][CH2:25][Si:26]([CH3:27])([CH3:28])[CH3:29])[cH:17][c:18]([C:20]#[N:21])[n:19]2)[cH:10][cH:11]1>>[NH:1]1[CH2:2][CH:3]([c:6]2[cH:7][c:8]([C:30]3=[CH:31][CH2:32][CH2:33][CH2:34][CH2:35]3)[c:9]([NH:12][C:13](=[O:14])[c:15]3[n:16]([CH2:22][O:23][CH2:24][CH2:25][Si:26]([CH3:27])([CH3:28])[CH3:29])[cH:17][c:18]([C:20]#[N:21])[n:19]3)[cH:10][cH:11]2)[CH2:4][NH:5][C:38]1=[N:39][S:40](=[O:41])(=[O:42])[CH3:43].